From a dataset of the Open Reaction Database (ORD), a public repository of structured organic reaction records. describe an organic reaction: reactants, conditions, products, and yield Reactants: FC(C1=C(C=CC=C1)C1=C(C=O)C=CC=C1)(F)F (2-trifluoromethylphenylbenzaldehyde), [N+](=O)([O-])CC(C)=O (nitroacetone), C1(CCCCC1)N1CCN(CC1)C(\C=C(\C)/N)=O (β-aminocrotonic acid 4-cyclohexylpiperazide). Run in C(C)(C)O (isopropanol). The product is C1(CCCCC1)N1CCN(CC1)C(=O)C1=C(NC(=C(C1C1=C(C=CC=C1)C(F)(F)F)[N+](=O)[O-])C)C (1,4-Dihydro-2,6-dimethyl-5-nitro-4-(2-trifluoromethylphenyl)-pyridine-3-carboxylic acid 4-cyclohexylpiperazide). As a reaction SMILES: [F:1][C:2]([F:18])([F:17])[C:3]1[CH:8]=[CH:7][CH:6]=[CH:5][C:4]=1[C:9]1C=CC=CC=1C=O.[N+:19]([CH2:22][C:23](=O)[CH3:24])([O-:21])=[O:20].[CH:26]1([N:32]2[CH2:37][CH2:36][N:35]([C:38](=[O:43])/[CH:39]=[C:40](\[NH2:42])/[CH3:41])[CH2:34][CH2:33]2)[CH2:31][CH2:30][CH2:29][CH2:28][CH2:27]1>C(O)(C)C>[CH:26]1([N:32]2[CH2:33][CH2:34][N:35]([C:38]([C:39]3[CH:9]([C:4]4[CH:5]=[CH:6][CH:7]=[CH:8][C:3]=4[C:2]([F:1])([F:17])[F:18])[C:22]([N+:19]([O-:21])=[O:20])=[C:23]([CH3:24])[NH:42][C:40]=3[CH3:41])=[O:43])[CH2:36][CH2:37]2)[CH2:31][CH2:30][CH2:29][CH2:28][CH2:27]1. Procedure details: 17.4 g (0.10 mol) of 2-trifluoromethylphenylbenzaldehyde, 12.0 g (0.12 mol) of nitroacetone and 25.1 g (0.10 mol) of β-aminocrotonic acid 4-cyclohexylpiperazide are heated in 50 ml of isopropanol at 60° C. for 12 hours. On cooling, the product separates out and is recrystallized from isopropanol. The reactants are [H-].[Na+] (sodium hydride), C(CC(=O)OCC)(=O)OCC (diethyl malonate), BrCC(CC1=CC(=C(C=C1)C=1SC2=NC(=CC=C2N1)C1(CC1)C1=CC=CC=C1)F)CBr (2-(4-(3-bromo-2-(bromomethyl)propyl)-2-fluorophenyl)-5-(1-phenylcyclopropyl)thiazolo[5,4-b]pyridine). The solvent is CN(C)C=O (DMF). Reaction conditions: temperature 100 celsius, time 3 minute. Product: FC=1C=C(C=CC1C=1SC2=NC(=CC=C2N1)C1(CC1)C1=CC=CC=C1)CC1CC(C1)(C(=O)OCC)C(=O)OCC (diethyl 3-((3-fluoro-4-(5-(1-phenylcyclopropyl)thiazolo[5,4-b]pyridine-2-yl)phenyl)methyl)cyclobutane-1,1-dicarboxylate). RXN SMILES: [H-].[Na+].[C:3]([O:11][CH2:12][CH3:13])(=[O:10])[CH2:4][C:5]([O:7][CH2:8][CH3:9])=[O:6].Br[CH2:15][CH:16]([CH2:43]Br)[CH2:17][C:18]1[CH:23]=[CH:22][C:21]([C:24]2[S:25][C:26]3[C:31]([N:32]=2)=[CH:30][CH:29]=[C:28]([C:33]2([C:36]4[CH:41]=[CH:40][CH:39]=[CH:38][CH:37]=4)[CH2:35][CH2:34]2)[N:27]=3)=[C:20]([F:42])[CH:19]=1>CN(C=O)C>[F:42][C:20]1[CH:19]=[C:18]([CH2:17][CH:16]2[CH2:43][C:4]([C:5]([O:7][CH2:8][CH3:9])=[O:6])([C:3]([O:11][CH2:12][CH3:13])=[O:10])[CH2:15]2)[CH:23]=[CH:22][C:21]=1[C:24]1[S:25][C:26]2[C:31]([N:32]=1)=[CH:30][CH:29]=[C:28]([C:33]1([C:36]3[CH:37]=[CH:38][CH:39]=[CH:40][CH:41]=3)[CH2:34][CH2:35]1)[N:27]=2 |f:0.1|. Procedure: To a slurry of sodium hydride (0.206 g, 5.14 mmol) in 7 mL DMF was added diethyl malonate (0.690 mL, 4.57 mmol) dropwise via syringe (bubbling). After 3 min, the reaction mixture was clear, and solid 2-(4-(3-bromo-2-(bromomethyl)propyl)-2-fluorophenyl)-5-(1-phenylcyclopropyl)thiazolo[5,4-b]pyridine (0.640 g, 1.14 mmol) was added, the reaction mixture was sealed, and heated to 100° C. After 1 h, the reaction mixture was partitioned between sat'd aq. NH4Cl and EtOAc. The org layer was washed with ... The reactants are C1(=CC=CC=C1)N1N=C2C(=CNC=3C=CC(=NC23)N2CCNCC2)C1=O (2-Phenyl-8-(piperazin-1-yl)-2,5-dihydro-pyrazolo[4,3-c][1,5]naphthyridin-3-one), N1CCNCC1 (piperazine), FC1=NC=2C=3C(=CNC2C=C1)C(N(N3)C3=NC=CC=C3)=O (8-Fluoro-2-pyridin-2-yl-2,5-dihydro-pyrazolo[4,3-c][1,5]naphthyridin-3-one), N1CCOCC1 (morpholine). Yields the product N1(CCOCC1)C1=NC=2C=3C(=CNC2C=C1)C(N(N3)C3=NC=CC=C3)=O (8-Morpholin-4-yl-2-pyridin-2-yl-2,5-dihydro-pyrazolo[4,3-c][1,5]naphthyridin-3-one). As a reaction SMILES: C1(N2C(=O)C3=CNC4C=CC(N5CCNCC5)=NC=4C3=N2)C=CC=CC=1.F[C:28]1[CH:37]=[CH:36][C:35]2[NH:34][CH:33]=[C:32]3[C:38](=[O:47])[N:39]([C:41]4[CH:46]=[CH:45][CH:44]=[CH:43][N:42]=4)[N:40]=[C:31]3[C:30]=2[N:29]=1.[NH:48]1[CH2:53][CH2:52][O:51][CH2:50][CH2:49]1.N1CCNCC1>>[N:48]1([C:28]2[CH:37]=[CH:36][C:35]3[NH:34][CH:33]=[C:32]4[C:38](=[O:47])[N:39]([C:41]5[CH:46]=[CH:45][CH:44]=[CH:43][N:42]=5)[N:40]=[C:31]4[C:30]=3[N:29]=2)[CH2:53][CH2:52][O:51][CH2:50][CH2:49]1. Procedure details: The title compound was prepared following the procedure described for 6a using 5b and morpholine instead of 5a and piperazine respectively. 1H-NMR (DMSO-d6) δ (ppm): 3.63 (4H, br), 3.72 (4H, br), 7.19 (2H, m), 7.82 (2H, m), 8.22 (1H, d, J=8.24 Hz), 8.48 (1H, dd, J=2.20, 1.10 Hz), 8.56 (1H, s). m/z 349.4 (MH+). Reactants: CN(CCCN1N=C2C(C1C1=CC=CC=C1)CCCCC2=CC2=CC=CC=C2)C (3a,4,5,6,7,8-hexahydro-N,N-dimethyl-3-phenyl-8-(phenylmethylene)-cyclohepta[c]pyrazole-2(3H)-propanamine), ( b ), maleate salt, C(\C=C/C(=O)O)(=O)O (maleic acid), CC#N (MeCN), C(\C=C/C(=O)[O-])(=O)[O-] (maleate). The solvent is CCOCC (ether). Yields the product C(\C=C/C(=O)O)(=O)O.CN(CCCN1N=C2C(C1C1=CC=CC=C1)CCCCC2=CC2=CC=CC=C2)C (3a,4,5,6,7,8-Hexahydro-N,N-dimethyl-3-phenyl-8-(phenylmethylene)-cyclohepta[c]pyrazole-2(3H)-propanamine, maleate salt). As a reaction SMILES: [C:1]([OH:8])(=[O:7])/[CH:2]=[CH:3]\[C:4]([OH:6])=[O:5].CC#N.[CH3:12][N:13]([CH3:40])[CH2:14][CH2:15][CH2:16][N:17]1[CH:21]([C:22]2[CH:27]=[CH:26][CH:25]=[CH:24][CH:23]=2)[CH:20]2[CH2:28][CH2:29][CH2:30][CH2:31][C:32](=[CH:33][C:34]3[CH:39]=[CH:38][CH:37]=[CH:36][CH:35]=3)[C:19]2=[N:18]1.C([O-])(=O)/C=C\C([O-])=O>CCOCC>[C:1]([OH:8])(=[O:7])/[CH:2]=[CH:3]\[C:4]([OH:6])=[O:5].[CH3:40][N:13]([CH3:12])[CH2:14][CH2:15][CH2:16][N:17]1[CH:21]([C:22]2[CH:23]=[CH:24][CH:25]=[CH:26][CH:27]=2)[CH:20]2[CH2:28][CH2:29][CH2:30][CH2:31][C:32](=[CH:33][C:34]3[CH:35]=[CH:36][CH:37]=[CH:38][CH:39]=3)[C:19]2=[N:18]1 |f:5.6|. Procedure: The base from part (b) and 1.3 g. of maleic acid are dissolved in 25 ml. of warm MeCN and diluted to approximately 600 ml. with ether. On rubbing and standing in the cold, the crystalline maleate salt slowly separates. After four days in the cold, the maleate salt is filtered, washed with ether, and dried in vacuo yielding 4.1 g. (32%); m.p. 109°-111°. Crystallization from 25 ml. methanol-250 ml. ether yields 3.5 g. (27%) of nearly colorless 3a,4,5,6,7,8-hexahydro-N,N-dimethyl-3-phenyl-8-(phenyl... Starting materials: C(C1=CC=CC=C1)OC1=CC=C2C=CC(=CC2=C1)S(=O)(=O)NC(=O)C1=CC(=C(C=C1)N1N=C(C(=C1C)Cl)C(=O)N(CCCC)CCCC)C(=O)N1CC2=CC=CC=C2CC1 (1-(4-(7-(benzyloxy)naphthalen-2-ylsulfonylcarbamoyl)-2-(1,2,3,4-tetrahydroisoquinoline-2-carbonyl)phenyl)-N,N-dibutyl-4-chloro-5-methyl-1H-pyrazole-3-carboxamide). Reagents/catalysts: [Pd] (Pd/C). Run in CO (MeOH). Conditions: time 8 hour. Product: C(CCC)N(C(=O)C1=NN(C(=C1Cl)C)C1=C(C=C(C=C1)C(NS(=O)(=O)C1=CC2=CC(=CC=C2C=C1)O)=O)C(=O)N1CC2=CC=CC=C2CC1)CCCC (N,N-Dibutyl-4-chloro-1-(4-(7-hydroxynaphthalen-2-ylsulfonylcarbamoyl)-2-(1,2,3,4-tetrahydroisoquinoline-2-carbonyl)phenyl)-5-methyl-1H-pyrazole-3-carboxamide). Isolated yield 45.3%. RXN SMILES: C([O:8][C:9]1[CH:18]=[C:17]2[C:12]([CH:13]=[CH:14][C:15]([S:19]([NH:22][C:23]([C:25]3[CH:30]=[CH:29][C:28]([N:31]4[C:35]([CH3:36])=[C:34]([Cl:37])[C:33]([C:38]([N:40]([CH2:45][CH2:46][CH2:47][CH3:48])[CH2:41][CH2:42][CH2:43][CH3:44])=[O:39])=[N:32]4)=[C:27]([C:49]([N:51]4[CH2:60][CH2:59][C:58]5[C:53](=[CH:54][CH:55]=[CH:56][CH:57]=5)[CH2:52]4)=[O:50])[CH:26]=3)=[O:24])(=[O:21])=[O:20])=[CH:16]2)=[CH:11][CH:10]=1)C1C=CC=CC=1>CO.[Pd]>[CH2:45]([N:40]([CH2:41][CH2:42][CH2:43][CH3:44])[C:38]([C:33]1[C:34]([Cl:37])=[C:35]([CH3:36])[N:31]([C:28]2[CH:29]=[CH:30][C:25]([C:23](=[O:24])[NH:22][S:19]([C:15]3[CH:14]=[CH:13][C:12]4[C:17](=[CH:18][C:9]([OH:8])=[CH:10][CH:11]=4)[CH:16]=3)(=[O:21])=[O:20])=[CH:26][C:27]=2[C:49]([N:51]2[CH2:60][CH2:59][C:58]3[C:53](=[CH:54][CH:55]=[CH:56][CH:57]=3)[CH2:52]2)=[O:50])[N:32]=1)=[O:39])[CH2:46][CH2:47][CH3:48]. Reported procedure: To a solution of 1-(4-(7-(benzyloxy)naphthalen-2-ylsulfonylcarbamoyl)-2-(1,2,3,4-tetrahydroisoquinoline-2-carbonyl)phenyl)-N,N-dibutyl-4-chloro-5-methyl-1H-pyrazole-3-carboxamide (Example 18, 30 mg, 0.035 mmol) in MeOH (5.0 mL) was added 10% Pd/C (75 mg, 0.71 mmol). The flask was evacuated and purged with H2 from a balloon (2×), and the reaction mixture was then stirred overnight under an atmosphere of H2. The reaction mixture was diluted with CH2Cl2 and filtered through a pad of CELITE®, washin...